Dataset: the Open Reaction Database (ORD), a public repository of structured organic reaction records. Task: describe an organic reaction: reactants, conditions, products, and yield Reactants: CN1CCC(=CC1)C1=CNC2=CC=C(C=C12)CCNS(=O)(=O)C (N-[2-[3-(1,2,3,6-Tetrahydro-1-methyl-4-pyridinyl)-1H-indol-5-yl]ethyl]methanesulphonamide). The reagents and catalysts are [Pd] (palladium on carbon). The solvent is Cl (hydrogen chloride). Yields the product CN1CCC(CC1)C1=CNC2=CC=C(C=C12)CCNS(=O)(=O)C (N-[2-[3-(1-Methyl-4-piperidinyl)-1H-indol-5-yl]ethyl]methane sulphonamide). RXN SMILES: [CH3:1][N:2]1[CH2:7][CH:6]=[C:5]([C:8]2[C:16]3[C:11](=[CH:12][CH:13]=[C:14]([CH2:17][CH2:18][NH:19][S:20]([CH3:23])(=[O:22])=[O:21])[CH:15]=3)[NH:10][CH:9]=2)[CH2:4][CH2:3]1>Cl.[Pd]>[CH3:1][N:2]1[CH2:3][CH2:4][CH:5]([C:8]2[C:16]3[C:11](=[CH:12][CH:13]=[C:14]([CH2:17][CH2:18][NH:19][S:20]([CH3:23])(=[O:22])=[O:21])[CH:15]=3)[NH:10][CH:9]=2)[CH2:6][CH2:7]1. Procedure details: The product of stage (ii) (1.00 g) in ethanolic hydrogen chloride (200 ml) was hydrogenated for 1 h over pre-reduced 10% palladium on carbon (50% paste with water, 1.00 g).